Dataset: the Open Reaction Database (ORD), a public repository of structured organic reaction records. Task: describe an organic reaction: reactants, conditions, products, and yield Reactants: Cc1cccc(C)c1NCCCNCC(O)COc1ccc(OCc2ccccc2)cc1, CO. Yields the product Cc1cccc(C)c1NCCCNCC(O)COc1ccc(O)cc1. RXN SMILES: [CH2:1]([c:2]1[cH:3][cH:4][cH:5][cH:6][cH:7]1)[O:8][c:9]1[cH:10][cH:11][c:12]([O:13][CH2:14][CH:15]([CH2:16][NH:17][CH2:18][CH2:19][CH2:20][NH:21][c:22]2[c:23]([CH3:29])[cH:24][cH:25][cH:26][c:27]2[CH3:28])[OH:30])[cH:31][cH:32]1.[CH3:33][OH:34]>>[OH:8][c:9]1[cH:10][cH:11][c:12]([O:13][CH2:14][CH:15]([CH2:16][NH:17][CH2:18][CH2:19][CH2:20][NH:21][c:22]2[c:23]([CH3:29])[cH:24][cH:25][cH:26][c:27]2[CH3:28])[OH:30])[cH:31][cH:32]1. Starting materials: O=CCN1N=CC2=CC=C(C=C12)NC(CC1=CC=C(C=C1)OC1=CC=CC=C1)=O (N-[1-(2-oxoethyl)-1H-indazol-6-yl]-2-(4-phenoxyphenyl)acetamide), C1(CCCC1)N (cyclopentylamine), [BH3-]C#N.[Na+] (NaCNBH3). Run in C(C)(=O)OCC (ethyl acetate), C1CCOC1 (THF). Reaction conditions: time 18 hour. Yields the product C1(CCCC1)NCCN1N=CC2=CC=C(C=C12)NC(CC1=CC=C(C=C1)OC1=CC=CC=C1)=O (N-{1-[2-(cyclopentylamino)ethyl]-1H-indazol-6-yl}-2-(4-phenoxyphenyl)acetamide). Reaction SMILES: O=[CH:2][CH2:3][N:4]1[C:12]2[C:7](=[CH:8][CH:9]=[C:10]([NH:13][C:14](=[O:29])[CH2:15][C:16]3[CH:21]=[CH:20][C:19]([O:22][C:23]4[CH:28]=[CH:27][CH:26]=[CH:25][CH:24]=4)=[CH:18][CH:17]=3)[CH:11]=2)[CH:6]=[N:5]1.[CH:30]1([NH2:35])[CH2:34][CH2:33][CH2:32][CH2:31]1.[BH3-]C#N.[Na+]>C1COCC1.C(OCC)(=O)C>[CH:30]1([NH:35][CH2:2][CH2:3][N:4]2[C:12]3[C:7](=[CH:8][CH:9]=[C:10]([NH:13][C:14](=[O:29])[CH2:15][C:16]4[CH:17]=[CH:18][C:19]([O:22][C:23]5[CH:24]=[CH:25][CH:26]=[CH:27][CH:28]=5)=[CH:20][CH:21]=4)[CH:11]=3)[CH:6]=[N:5]2)[CH2:34][CH2:33][CH2:32][CH2:31]1 |f:2.3|. Procedure details: A mixture of N-[1-(2-oxoethyl)-1H-indazol-6-yl]-2-(4-phenoxyphenyl)acetamide (20 mg, 0.05 mmol) and cyclopentylamine (10 μL, 0.10 mmol) in THF (1 mL) was stirred at room temperature for 0.5 hours after which NaCNBH3 (0.104 mL, 0.010 mmol, 1 M in THF) was added and the mixture was stirred for an additional 18 hours. The mixture was diluted with ethyl acetate (2 mL), washed with H2O (1 mL), concentrated under reduced pressure and purified by reverse phase-HPLC to provide the title compound. 1H NMR... Reactants: [BH4-].[Na+] (NaBH4), C(C)(C)(C)OC(=O)NC(C(=O)O)(CC(C)C)C (2-((tert-butoxycarbonyl)amino)-2,4-dimethylpentanoic acid), ClC(=O)OCC(C)C (isobutyl chloroformate), CN1CCOCC1 (N-methylmorpholine). Solvent: O (water), C(C)(=O)OCC (ethyl acetate), O1CCCC1 (tetrahydrofuran). Conditions: time 30 minute. Product: OCC(CC(C)C)(C)NC(OC(C)(C)C)=O (tert-butyl (1-hydroxy-2,4-dimethylpentan-2-yl)carbamate). Yield: 73.0%. As a reaction SMILES: [C:1]([O:5][C:6]([NH:8][C:9]([CH3:17])([CH2:13][CH:14]([CH3:16])[CH3:15])[C:10](O)=[O:11])=[O:7])([CH3:4])([CH3:3])[CH3:2].CN1CCOCC1.ClC(OCC(C)C)=O.[BH4-].[Na+]>O1CCCC1.O.C(OCC)(=O)C>[OH:11][CH2:10][C:9]([NH:8][C:6](=[O:7])[O:5][C:1]([CH3:2])([CH3:4])[CH3:3])([CH3:17])[CH2:13][CH:14]([CH3:15])[CH3:16] |f:3.4|. Reported procedure: To a stirred solution of 2-((tert-butoxycarbonyl)amino)-2,4-dimethylpentanoic acid (1.6 g, 6.52 mmol) in tetrahydrofuran (40 mL) cooled to −10° C. under nitrogen atmosphere was added N-methylmorpholine (0.860 mL, 7.83 mmol) followed by isobutyl chloroformate (1.028 mL, 7.83 mmol) dropwise and the reaction mixture was stirred for 30 min. The reaction mixture was then filtered and the filtrate was added dropwise to a suspension of NaBH4 (0.494 g, 13.04 mmol) in water (20.0 mL). The reaction mixtur... Procedure details: 1-{5-[1-(4-Chloro-2-trifluoromethyl-benzyl)-1H-indazol-5-ylmethylene]-4-oxo-4,5-dihydro-thiazol-2-yl}-piperidine-3-(S)-carboxylic acid was prepared from 5-[1-(4-chloro-2-trifluoromethyl-benzyl)-1H-indazol-5-ylmethylene]-2-ethylsulfanyl-thiazol-4-one and piperidine-3-(R)-carboxylic acid following General Procedure C. The product is ClC1=CC(=C(CN2N=CC3=CC(=CC=C23)C=C2C(N=C(S2)N2C[C@H](CCC2)C(=O)O)=O)C=C1)C(F)(F)F (1-{5-[1-(4-Chloro-2-trifluoromethyl-benzyl)-1H-indazol-5-ylmethylene]-4-oxo-4,5-dihydro-thiazol-2-yl}-piperidine-3-(S)-carboxylic acid). Starting materials: ClC1=CC(=C(CN2N=CC3=CC(=CC=C23)C=C2C(N=C(S2)SCC)=O)C=C1)C(F)(F)F (5-[1-(4-chloro-2-trifluoromethyl-benzyl)-1H-indazol-5-ylmethylene]-2-ethylsulfanyl-thiazol-4-one), N1C[C@@H](CCC1)C(=O)O (piperidine-3-(R)-carboxylic acid). RXN SMILES: [Cl:1][C:2]1[CH:27]=[CH:26][C:5]([CH2:6][N:7]2[C:15]3[C:10](=[CH:11][C:12]([CH:16]=[C:17]4[S:21][C:20](SCC)=[N:19][C:18]4=[O:25])=[CH:13][CH:14]=3)[CH:9]=[N:8]2)=[C:4]([C:28]([F:31])([F:30])[F:29])[CH:3]=1.[NH:32]1[CH2:37][CH2:36][CH2:35][C@@H:34]([C:38]([OH:40])=[O:39])[CH2:33]1>>[Cl:1][C:2]1[CH:27]=[CH:26][C:5]([CH2:6][N:7]2[C:15]3[C:10](=[CH:11][C:12]([CH:16]=[C:17]4[S:21][C:20]([N:32]5[CH2:37][CH2:36][CH2:35][C@H:34]([C:38]([OH:40])=[O:39])[CH2:33]5)=[N:19][C:18]4=[O:25])=[CH:13][CH:14]=3)[CH:9]=[N:8]2)=[C:4]([C:28]([F:29])([F:30])[F:31])[CH:3]=1. Starting materials: C(=O)=O (carbon dioxide), C(CCC)O (1-butanol), C(CCC)O (1-butanol), C(CCC)[Sn](O[Sn](OCCCC)(CCCC)CCCC)(OCCCC)CCCC (1,1,3,3-tetrabutyl-1,3-di(butyloxy)-distannoxane), C(CCC)[Sn](O[Sn](OCCCC)(CCCC)CCCC)(OCCCC)CCCC (1,1,3,3-tetrabutyl-1,3-di(butyloxy)-distannoxane), C(CCC)O (1-butanol). Run at time 30 minute. Product: C(CCC)[Sn](OCCCC)(OCCCC)CCCC (dibutyl-di(butyloxy)tin). Isolated yield 41.3%. RXN SMILES: C(=O)=O.C([Sn](CCCC)(OCCCC)[O:9][Sn:10]([CH2:20][CH2:21][CH2:22][CH3:23])([CH2:16][CH2:17][CH2:18][CH3:19])[O:11][CH2:12][CH2:13][CH2:14][CH3:15])CCC.[CH2:33](O)[CH2:34][CH2:35][CH3:36]>>[CH2:20]([Sn:10]([CH2:16][CH2:17][CH2:18][CH3:19])([O:9][CH2:33][CH2:34][CH2:35][CH3:36])[O:11][CH2:12][CH2:13][CH2:14][CH3:15])[CH2:21][CH2:22][CH3:23]. Reported procedure: From the gas supply line 29, 1-butanol (manufactured by Wako Pure Chemical Industries Ltd., Japan, industrial product) was fed at 399 g/Hr and carbon dioxide was fed at 3 NL/Hr. All of the 1-butanol was vaporized by the heat exchanger 30 and fed to the reactor lower portion 33. A feed pump was used to start feeding the starting material 1,1,3,3-tetrabutyl-1,3-di(butyloxy)-distannoxane from supply line 26 at 210 g/Hr and the reaction solution 1-butanol (manufactured by Wako Pure Chemical Industri... Reactants: CS(=O)(=O)C1=CC=C(C=C1)C1=NC(=NC(=C1)C(F)(F)F)NC1CCOCC1 (4-[4-(methylsulfonyl)phenyl]-N-tetrahydro-2H-pyran-4-yl-6-(trifluoromethyl)pyrimidin-2-amine), [H-].[Na+] (sodium hydride), IC (Iodomethane). The solvent is CN(C=O)C (dimethylformamide). Conditions: time 30 minute. Product: CS(=O)(=O)C1=CC=C(C=C1)C1=NC(=NC(=C1)C(F)(F)F)N(C1CCOCC1)C (4-[4-(Methylsulfonyl)phenyl]-N-methyl-N-tetrahydro-2H-pyran-4-yl-6-(trifluoromethyl)pyrimidin-2-amine). RXN SMILES: [CH3:1][S:2]([C:5]1[CH:10]=[CH:9][C:8]([C:11]2[CH:16]=[C:15]([C:17]([F:20])([F:19])[F:18])[N:14]=[C:13]([NH:21][CH:22]3[CH2:27][CH2:26][O:25][CH2:24][CH2:23]3)[N:12]=2)=[CH:7][CH:6]=1)(=[O:4])=[O:3].[H-].[Na+].I[CH3:31]>CN(C)C=O>[CH3:1][S:2]([C:5]1[CH:10]=[CH:9][C:8]([C:11]2[CH:16]=[C:15]([C:17]([F:20])([F:19])[F:18])[N:14]=[C:13]([N:21]([CH3:31])[CH:22]3[CH2:27][CH2:26][O:25][CH2:24][CH2:23]3)[N:12]=2)=[CH:7][CH:6]=1)(=[O:3])=[O:4] |f:1.2|. Reported procedure: A solution of 4-[4-(methylsulfonyl)phenyl]-N-tetrahydro-2H-pyran-4-yl-6-(trifluoromethyl)pyrimidin-2-amine (0.05 g) in dry dimethylformamide (2 ml) was treated with sodium hydride (0.007 g, 60% in mineral oil) and the mixture stirred at ambient temperature for 30 minutes. Iodomethane (0.01 ml) was added and the mixture stirred overnight. The reaction mixture was concentrated in vacuo and the residue partitioned between dichloromethane (20 ml) and water (20 ml). The organic layer was purified by ... The reactants are crude product, CS(=O)C (dimethyl sulfoxide), CC(C)([O-])C.[K+] (potassium t-butoxide), O (water), CCCCCC (n-hexane). Run at temperature 100 celsius, time 2 hour. Product: C(=CC)OCC1=CC=CC=C1 (Benzyl Propenyl Ether). The yield is 870.4%. Reaction SMILES: [CH3:1]S(C)=O.[CH3:5][C:6](C)([O-])[CH3:7].[K+].[OH2:11].[CH3:12][CH2:13][CH2:14][CH2:15][CH2:16][CH3:17]>>[CH:5]([O:11][CH2:1][C:14]1[CH:13]=[CH:12][CH:17]=[CH:16][CH:15]=1)=[CH:6][CH3:7] |f:1.2|. Procedure: A mixture of 299 g of the crude product, 300 g of dimethyl sulfoxide, and 22.5 g (0.2 mol) of potassium t-butoxide was heated at 100° C. on the oil bath and ripened for 2 hours at the temperature. The solution was allowed to cool, and 650 g of water and 600 g of n-hexane were added thereto, from which the organic layer was collected. The organic layer was washed with 250 g of water, and the solvent was distilled off in vacuum, leaving 300 g of an oily substance. The oily substance was subjected ...